Dataset: the Open Reaction Database (ORD), a public repository of structured organic reaction records. Task: describe an organic reaction: reactants, conditions, products, and yield Conditions: time 1 hour. Procedure details: To a stirred solution of 1,2-bis(methyloxy)-4-{[(methyloxy)methyl]oxy}benzene (4.0 g) and TMEDA (3.93 ml) in dry diethyl ether (50 ml) was added tert-butyllithium (1.7M in pentane, 23.76 ml) at −70 C. The reaction was stirred at this temperature for 1 h before adding bromine (0.15 ml). This was allowed to stir at 0 C. for 3 h. The reaction was quenched by addition of 20% aqueous sodium dithionite and extracted with ethyl acetate. The organics were washed with dilute hydrochloric acid, aqueous so... Solvent: C(C)OCC (diethyl ether). Yields the product BrC1=C(C=CC(=C1OC)OC)OCOC (2-bromo-3,4-bis(methyloxy)-1-{[(methyloxy)methyl]oxy}benzene). RXN SMILES: [CH3:1][O:2][C:3]1[CH:8]=[CH:7][C:6]([O:9][CH2:10][O:11][CH3:12])=[CH:5][C:4]=1[O:13][CH3:14].CN(CCN(C)C)C.C([Li])(C)(C)C.[Br:28]Br>C(OCC)C>[Br:28][C:5]1[C:4]([O:13][CH3:14])=[C:3]([O:2][CH3:1])[CH:8]=[CH:7][C:6]=1[O:9][CH2:10][O:11][CH3:12]. Starting materials: BrBr (bromine), COC1=C(C=C(C=C1)OCOC)OC (1,2-bis(methyloxy)-4-{[(methyloxy)methyl]oxy}benzene), CN(C)CCN(C)C (TMEDA), C(C)(C)(C)[Li] (tert-butyllithium). The reactants are O=C(CCC(=O)O)C1=CC=CC=C1 (4-oxo-4-phenylbutanoic acid), C(C)O (ethanol), Cl.CN(CCCN=C=NCC)C (1-(3-dimethylaminopropyl)-3-ethylcarbodiimide hydrochloride). The reagents and catalysts are CN(C1=CC=NC=C1)C (4-(dimethylamino)pyridine). Solvent: CN(C=O)C (N,N-dimethylformamide). Conditions: time 1.5 hour. Yields the product O=C(CCC(=O)OCC)C1=CC=CC=C1 (ethyl 4-oxo-4-phenylbutanoate). The yield is 72.4%. RXN SMILES: [O:1]=[C:2]([C:8]1[CH:13]=[CH:12][CH:11]=[CH:10][CH:9]=1)[CH2:3][CH2:4][C:5]([OH:7])=[O:6].[CH2:14](O)[CH3:15].Cl.CN(C)CCCN=C=NCC>CN(C)C1C=CN=CC=1.CN(C)C=O>[O:1]=[C:2]([C:8]1[CH:13]=[CH:12][CH:11]=[CH:10][CH:9]=1)[CH2:3][CH2:4][C:5]([O:7][CH2:14][CH3:15])=[O:6] |f:2.3|. Reported procedure: A mixture of 4-oxo-4-phenylbutanoic acid (5.00 g), ethanol (2.59 g), 1-(3-dimethylaminopropyl)-3-ethylcarbodiimide hydrochloride (6.46 g), and 4-(dimethylamino)pyridine (171 mg) in N,N-dimethylformamide (25 mL) was stirred for 1.5 hours at room temperature. The mixture was partitioned between ethyl acetate (100 mL) and 1N hydrochloric acid (75 mL), and the organic layer was washed with water (75×3 mL), saturated sodium bicarbonate (75 mL), and brine (75 mL), dried over magnesium sulfate, and eva...